Dataset: the Open Reaction Database (ORD), a public repository of structured organic reaction records. Task: describe an organic reaction: reactants, conditions, products, and yield Solvent: C1CCOC1 (THF), C1CCOC1 (THF). Yields the product OC(=CC(C=COC)=O)C1(CC1)C (1-Hydroxy-5-methoxy-1-(1-methyl-cyclopropyl)-penta-1,4-dien-3-one). Reported procedure: LiHMDS (1M in THF, 88 mL, 2 eq) is added dropwise to a cold (−78° C.) solution of 4-methoxy-3-buten-2-one (8.8 mL, 88 mmol, 2 eq) in THF (300 mL). After a 30 min stirring at −78° C., a solution of 1-methyl-cyclopropanecarbonyl chloride (Step 40.8) (5.19 g, 44 mmol) in THF (100 mL) is added. The resulting mixture is allowed to warm to rt over 2 h and quenched by addition of a saturated solution of NH4Cl. THF is removed under vacuum. The concentrated mixture is extracted with Et2O. The organic pha... Reaction conditions: temperature -78 celsius, time 30 minute. Yield: 70.8%. The reactants are [Li+].C[Si](C)(C)[N-][Si](C)(C)C (LiHMDS), COC=CC(C)=O (4-methoxy-3-buten-2-one), CC1(CC1)C(=O)Cl (1-methyl-cyclopropanecarbonyl chloride). RXN SMILES: [Li+].C[Si]([N-][Si](C)(C)C)(C)C.[CH3:11][O:12][CH:13]=[CH:14][C:15](=[O:17])[CH3:16].[CH3:18][C:19]1([C:22](Cl)=[O:23])[CH2:21][CH2:20]1>C1COCC1>[OH:23][C:22]([C:19]1([CH3:18])[CH2:21][CH2:20]1)=[CH:16][C:15](=[O:17])[CH:14]=[CH:13][O:12][CH3:11] |f:0.1|. Reactants: O=C(N=C=S)c1ccccc1, CC(C)=O, Nc1nc(-c2ccccc2)cs1. Yields the product O=C(NC(=S)Nc1nc(-c2ccccc2)cs1)c1ccccc1. RXN SMILES: [C:13]([c:14]1[cH:15][cH:16][cH:17][cH:18][cH:19]1)(=[O:20])[N:21]=[C:22]=[S:23].[CH3:24][C:25](=[O:26])[CH3:27].[NH2:1][c:2]1[s:3][cH:4][c:5](-[c:7]2[cH:8][cH:9][cH:10][cH:11][cH:12]2)[n:6]1>>[NH:1]([c:2]1[s:3][cH:4][c:5](-[c:7]2[cH:8][cH:9][cH:10][cH:11][cH:12]2)[n:6]1)[C:22]([NH:21][C:13]([c:14]1[cH:15][cH:16][cH:17][cH:18][cH:19]1)=[O:20])=[S:23]. The reactants are [OH-].[Na+] (sodium hydroxide), CN([C@H]1CN(CC1)C1=NC(=C(C(=N1)C)C(C(=O)OC)CCC)C1=CC=C(C=C1)C)C (methyl 2-(2-((R)-3-(dimethylamino)pyrrolidin-1-yl)-4-methyl-6-p-tolylpyrimidin-5-yl)pentanoate). Run in CO (methanol). Conditions: temperature 100 celsius. Product: CN([C@@H]1CN(CC1)C1=NC(=C(C(=N1)C)C(C(=O)O)CCC)C1=CC=C(C=C1)C)C (2-(2-((S)-3-(dimethylamino)pyrrolidin-1-yl)-4-methyl-6-p-tolylpyrimidin-5-yl)pentanoic acid). Yield: 15.2%. Reaction SMILES: [OH-].[Na+].[CH3:3][N:4]([CH3:32])[C@@H:5]1[CH2:9][CH2:8][N:7]([C:10]2[N:15]=[C:14]([CH3:16])[C:13]([CH:17]([CH2:22][CH2:23][CH3:24])[C:18]([O:20]C)=[O:19])=[C:12]([C:25]3[CH:30]=[CH:29][C:28]([CH3:31])=[CH:27][CH:26]=3)[N:11]=2)[CH2:6]1>CO>[CH3:32][N:4]([CH3:3])[C@H:5]1[CH2:9][CH2:8][N:7]([C:10]2[N:15]=[C:14]([CH3:16])[C:13]([CH:17]([CH2:22][CH2:23][CH3:24])[C:18]([OH:20])=[O:19])=[C:12]([C:25]3[CH:26]=[CH:27][C:28]([CH3:31])=[CH:29][CH:30]=3)[N:11]=2)[CH2:6]1 |f:0.1|. Procedure: A solution of sodium hydroxide 5N (0.5 mL) was added to a mixture of methyl 2-(2-((R)-3-(dimethylamino)pyrrolidin-1-yl)-4-methyl-6-p-tolylpyrimidin-5-yl)pentanoate (0.053 g; 0.116 mmol) in methanol (1.5 mL). The mixture was heated in a sealed tube at 100° C. for 18 h and then concentrated under reduced pressure. The residue was dissolved in water and the pH of the solution was adjusted between 3 and 4 by addition of a solution of hydrochloric acid 6N. The aqueous layer was extracted with ethyl a... Starting materials: O=Cc1ccc(Br)c2ncccc12, CCO, NO. Product: ON=Cc1ccc(Br)c2ncccc12. Reaction SMILES: [Br:1][c:2]1[cH:3][cH:4][c:5]([CH:12]=[O:13])[c:6]2[cH:7][cH:8][cH:9][n:10][c:11]12.[CH3:16][CH2:17][OH:18].[NH2:14][OH:15]>>[Br:1][c:2]1[cH:3][cH:4][c:5]([CH:12]=[N:14][OH:15])[c:6]2[cH:7][cH:8][cH:9][n:10][c:11]12. Starting materials: C1CCOC1, CO, O=[N+]([O-])c1cccc(-c2ccncn2)c1. Product: Nc1cccc(-c2ccncn2)c1. RXN SMILES: [CH2:18]1[O:19][CH2:20][CH2:21][CH2:22]1.[CH3:16][OH:17].[N+:1]([O-:2])(=[O:3])[c:4]1[cH:5][c:6](-[c:10]2[n:11][cH:12][n:13][cH:14][cH:15]2)[cH:7][cH:8][cH:9]1>>[NH2:1][c:4]1[cH:5][c:6](-[c:10]2[n:11][cH:12][n:13][cH:14][cH:15]2)[cH:7][cH:8][cH:9]1. The reactants are C(C)NC(C)(C)C (N-ethyl-2-methylpropan-2-amine), CN(C)C(=[N+](C)C)ON1C2=C(C=CC=C2)N=N1.[B-](F)(F)(F)F (TBTU), CCN(C(C)C)C(C)C (DIEA), C1(CC1)COC1=C(C=CC(=N1)C(=O)O)N1CC(C1)(F)F (6-cyclopropylmethoxy-5-(3,3-difluoro-azetidin-1-yl)-pyridine-2-carboxylic acid). Yields the product C(C)(C)(C)N(C(=O)C1=NC(=C(C=C1)N1CC(C1)(F)F)OCC1CC1)CC (6-Cyclopropylmethoxy-5-(3,3-difluoro-azetidin-1-yl)-pyridine-2-carboxylic acid tert-butyl-ethyl-amide). As a reaction SMILES: [CH:1]1([CH2:4][O:5][C:6]2[N:11]=[C:10]([C:12]([OH:14])=O)[CH:9]=[CH:8][C:7]=2[N:15]2[CH2:18][C:17]([F:20])([F:19])[CH2:16]2)[CH2:3][CH2:2]1.[CH2:21]([NH:23][C:24]([CH3:27])([CH3:26])[CH3:25])[CH3:22].CN(C(ON1N=NC2C=CC=CC1=2)=[N+](C)C)C.[B-](F)(F)(F)F.CCN(C(C)C)C(C)C>>[C:24]([N:23]([CH2:21][CH3:22])[C:12]([C:10]1[CH:9]=[CH:8][C:7]([N:15]2[CH2:18][C:17]([F:20])([F:19])[CH2:16]2)=[C:6]([O:5][CH2:4][CH:1]2[CH2:2][CH2:3]2)[N:11]=1)=[O:14])([CH3:27])([CH3:26])[CH3:25] |f:2.3|. Procedure: In analogy to the procedure described in Example 47 b), 6-cyclopropylmethoxy-5-(3,3-difluoro-azetidin-1-yl)-pyridine-2-carboxylic acid (Example 1 b)) was reacted with N-ethyl-2-methylpropan-2-amine (CAN 4432-77-3) in the presence of TBTU and DIEA to give the title compound as colorless oil; MS (EI): m/e=368.5 [MH+]. Reaction SMILES: [CH3:1][N:2]([CH3:15])[C@@H:3]1[CH2:7][CH2:6][N:5]([C:8]2[N:13]=[CH:12][C:11]([NH2:14])=[CH:10][CH:9]=2)[CH2:4]1.[C:16]([N:23]1[CH:27]=[CH:26]N=[CH:24]1)(N1C=CN=C1)=[O:17].[CH2:28]([CH:35]1CCNC[CH2:36]1)[C:29]1[CH:34]=[CH:33][CH:32]=[CH:31][CH:30]=1>CN(C=O)C>[CH3:1][N:2]([CH3:15])[C@@H:3]1[CH2:7][CH2:6][N:5]([C:8]2[N:13]=[CH:12][C:11]([NH:14][C:16]([N:23]3[CH2:24][CH2:36][CH:35]([CH2:28][C:29]4[CH:34]=[CH:33][CH:32]=[CH:31][CH:30]=4)[CH2:26][CH2:27]3)=[O:17])=[CH:10][CH:9]=2)[CH2:4]1. Conditions: temperature 90 celsius, time 15 minute. Run in CN(C)C=O (DMF). Product: CN([C@H]1CN(CC1)C1=CC=C(C=N1)NC(=O)N1CCC(CC1)CC1=CC=CC=C1)C ((R)-4-Benzylpiperidine-1-carboxylic acid [6-(3-dimethylaminopyrrolidin-1-yl)pyridin-3-yl]-amide). Reported procedure: (R)-6-(3-Dimethylaminopyrrolidin-1-yl)pyridin-3-ylamine was added to a solution of carbonyldiimidazole (53 mg) in DMF (0.5 ml) at 0° C. After 15 minutes, 4-benzylpiperidine (57 mg) was added and the mixture was heated at 90° C. for one hour. The cooled mixture was freed of volatile fractions. The residue was purified by chromatography (silica gel, eluent: methanol/dichloromethane). This resulted in the product with the molecular weight of 407.56 (C24H33N5O); MS (ESI): 408 (M+H+). Starting materials: CN([C@H]1CN(CC1)C1=CC=C(C=N1)N)C ((R)-6-(3-Dimethylaminopyrrolidin-1-yl)pyridin-3-ylamine), C(=O)(N1C=NC=C1)N1C=NC=C1 (carbonyldiimidazole), C(C1=CC=CC=C1)C1CCNCC1 (4-benzylpiperidine).